From a dataset of the Open Reaction Database (ORD), a public repository of structured organic reaction records. describe an organic reaction: reactants, conditions, products, and yield The reactants are CC(C)(C)OC(=O)N1CCC(n2ncc3c(Cl)ncnc32)CC1, O=C([O-])[O-], CN(C)C=O, N#Cc1cc(F)c(F)cc1O, [K+], [K+], [Na+], [Na+], O=C([O-])[O-]. The product is CC(C)(C)OC(=O)N1CCC(n2ncc3c(Oc4cc(F)c(F)cc4C#N)ncnc32)CC1. Reaction SMILES: [C:12]([CH3:13])([CH3:14])([CH3:15])[O:16][C:17](=[O:18])[N:19]1[CH2:20][CH2:21][CH:22]([n:25]2[n:26][cH:27][c:28]3[c:29]2[n:30][cH:31][n:32][c:33]3[Cl:34])[CH2:23][CH2:24]1.[C:35](=[O:36])([O-:37])[O-:38].[CH3:47][N:48]([CH3:49])[CH:50]=[O:51].[F:1][c:2]1[cH:3][c:4]([OH:11])[c:5]([C:6]#[N:7])[cH:8][c:9]1[F:10].[K+:39].[K+:40].[Na+:41].[Na+:42].[O-:43][C:44](=[O:45])[O-:46]>>[F:1][c:2]1[cH:3][c:4]([O:11][c:33]2[c:28]3[cH:27][n:26][n:25]([CH:22]4[CH2:21][CH2:20][N:19]([C:17]([O:16][C:12]([CH3:13])([CH3:14])[CH3:15])=[O:18])[CH2:24][CH2:23]4)[c:29]3[n:30][cH:31][n:32]2)[c:5]([C:6]#[N:7])[cH:8][c:9]1[F:10]. Reactants: CCOC(=O)c1ccc(-n2cc(CO)cc2C#N)cc1, CC[SiH](CC)CC, CCOCC, CCCCCC, ClCCl, O=C(O)C(F)(F)F. Yields the product CCOC(=O)c1ccc(-n2cc(C)cc2C#N)cc1. RXN SMILES: [CH2:1]([CH3:2])[O:3][C:4](=[O:5])[c:6]1[cH:7][cH:8][c:9](-[n:12]2[c:13]([C:19]#[N:20])[cH:14][c:15]([CH2:17][OH:18])[cH:16]2)[cH:10][cH:11]1.[CH2:28]([SiH:29]([CH2:30][CH3:31])[CH2:32][CH3:33])[CH3:34].[CH3:35][CH2:36][O:37][CH2:38][CH3:39].[CH3:43][CH2:44][CH2:45][CH2:46][CH2:47][CH3:48].[Cl:40][CH2:41][Cl:42].[OH:21][C:22]([C:23]([F:24])([F:25])[F:26])=[O:27]>>[CH2:1]([CH3:2])[O:3][C:4](=[O:5])[c:6]1[cH:7][cH:8][c:9](-[n:12]2[c:13]([C:19]#[N:20])[cH:14][c:15]([CH3:17])[cH:16]2)[cH:10][cH:11]1. The reactants are CN(C=O)C (dimethylformamide), S(=O)(=O)(C)OCC1=C(C(=CC=C1)SC)[N+](=O)[O-] (2-mesyloxymethyl-6-methylthio-1-nitrobenzene), CN(C=O)C (dimethylformamide), [H-].[Na+] (sodium hydride), C(CCO)O (1,3-propanediol), ice. Solvent: O (water), CCCCCC (hexane). Conditions: time 30 minute. The product is OCCCOCC1=C(C(=CC=C1)SC)[N+](=O)[O-] (2-[(3-Hydroxypropoxy)methyl]-6-methylthio-1-nitrobenzene). Isolated yield 74.0%. As a reaction SMILES: [H-].[Na+].CN(C)C=O.[CH2:8]([OH:12])[CH2:9][CH2:10][OH:11].S(O[CH2:18][C:19]1[CH:24]=[CH:23][CH:22]=[C:21]([S:25][CH3:26])[C:20]=1[N+:27]([O-:29])=[O:28])(C)(=O)=O>CCCCCC.O>[OH:11][CH2:10][CH2:9][CH2:8][O:12][CH2:18][C:19]1[CH:24]=[CH:23][CH:22]=[C:21]([S:25][CH3:26])[C:20]=1[N+:27]([O-:29])=[O:28] |f:0.1|. Reported procedure: 33 mg (0.76 mmol) of sodium hydride (as a 55% w/w suspension in mineral oil) were washed twice with hexane, and then 1 ml of dimethylformamide was added to the suspension. The resulting suspension was cooled in an ice bath, and then 0.8 ml (11 mmol) of 1,3-propanediol was added. The mixture was then stirred for 30 minutes at this temperature and then for 30 minutes at room temperature. 1 ml of a dimethylformamide solution containing the whole of the 2-mesyloxymethyl-6-methylthio-1-nitrobenzene p... Procedure: To a solution of 5-bromo-1-benzothiophene (ABCR, CAS: 133150-64-8, 1.0 6 g, 5.0 mmol) in dimethoxyethane (60 mL) and ethanol (6.0 mL) was added 3,5-dimethyl-4-isoxazoylboronic acid (1.0 g, 7.5 mmol), and 2 m sodium carbonate (2.0 mL). The reaction mixture was degassed 2-3 times, tetrakis-(triphenylphosphine)palladium (0.813 g, 0.7 mmol) was added, and the mixture was stirred for 6 h at 80° C. and concentrated. The residue was taken up in water and extracted with ethyl acetate. The organics were ... Reactants: tetrakis-(triphenylphosphine)palladium, BrC=1C=CC2=C(C=CS2)C1 (5-bromo-1-benzothiophene), CC1=NOC(=C1C(=O)B(O)O)C (3,5-dimethyl-4-isoxazoylboronic acid), C([O-])([O-])=O.[Na+].[Na+] (sodium carbonate). The yield is 60.2%. Yields the product S1C2=C(C=C1)C=C(C=C2)C=2C(=NOC2C)C (4-benzo[b]thiophen-5-yl-3,5-dimethyl-isoxazole). Run in C(OC)COC (dimethoxyethane), C(C)O (ethanol). Reaction SMILES: Br[C:2]1[CH:3]=[CH:4][C:5]2[S:9][CH:8]=[CH:7][C:6]=2[CH:10]=1.[CH3:11][C:12]1[C:16](C(B(O)O)=O)=[C:15]([CH3:22])[O:14][N:13]=1.C(=O)([O-])[O-].[Na+].[Na+]>C(COC)OC.C(O)C>[S:9]1[CH:8]=[CH:7][C:6]2[CH:10]=[C:2]([C:16]3[C:12]([CH3:11])=[N:13][O:14][C:15]=3[CH3:22])[CH:3]=[CH:4][C:5]1=2 |f:2.3.4|. Reaction conditions: temperature 80 celsius, time 6 hour. The reactants are CC(C)(C)[O-], Cc1ccccc1, Cc1ccc(Cl)cc1, NCc1ccccc1, [Na+], O=C(C=Cc1ccccc1)C=Cc1ccccc1, O=C(C=Cc1ccccc1)C=Cc1ccccc1, O=C(C=Cc1ccccc1)C=Cc1ccccc1, [Pd], [Pd]. The product is Cc1ccc(NCc2ccccc2)cc1. Reaction SMILES: [CH3:1][C:2]([CH3:3])([O-:4])[CH3:5].[CH3:79][c:80]1[cH:81][cH:82][cH:83][cH:84][cH:85]1.[Cl:7][c:8]1[cH:9][cH:10][c:11]([CH3:14])[cH:12][cH:13]1.[NH2:15][CH2:16][c:17]1[cH:18][cH:19][cH:20][cH:21][cH:22]1.[Na+:6].[O:25]=[C:26]([CH:27]=[CH:28][c:29]1[cH:30][cH:31][cH:32][cH:33][cH:34]1)[CH:35]=[CH:36][c:37]1[cH:38][cH:39][cH:40][cH:41][cH:42]1.[O:43]=[C:44]([CH:45]=[CH:46][c:47]1[cH:48][cH:49][cH:50][cH:51][cH:52]1)[CH:53]=[CH:54][c:55]1[cH:56][cH:57][cH:58][cH:59][cH:60]1.[O:61]=[C:62]([CH:63]=[CH:64][c:65]1[cH:66][cH:67][cH:68][cH:69][cH:70]1)[CH:71]=[CH:72][c:73]1[cH:74][cH:75][cH:76][cH:77][cH:78]1.[Pd:23].[Pd:24]>>[c:8]1([NH:15][CH2:16][c:17]2[cH:18][cH:19][cH:20][cH:21][cH:22]2)[cH:9][cH:10][c:11]([CH3:14])[cH:12][cH:13]1.